describe an organic reaction: reactants, conditions, products, and yield From a dataset of the Open Reaction Database (ORD), a public repository of structured organic reaction records. Starting materials: C(C)(C)(C)OC(=O)N[C@H](CNC=1N(C2=C(C=NN(C2=O)CC2=C(C=CC=C2)C#N)N1)CC#CC)C ((S)-2-[(2-tert-butyloxycarbonylamino-propyl)amino]-3-(2-butyn-1-yl)-5-(2-cyanophenylmethyl)-3,5-dihydro-imidazo[4,5-d]pyridazin-4-one), CC(C)([O-])C.[K+] (potassium-tert-butoxide), ice, CI (methyl iodide), O (water). The solvent is CS(=O)C (dimethylsulphoxide). Yields the product C(C)(C)(C)OC(=O)N[C@H](CN(C)C=1N(C2=C(C=NN(C2=O)CC2=C(C=CC=C2)C#N)N1)CC#CC)C ((S)-2-[N-(2-tert-butyloxycarbonylamino-propyl)-N-methyl-amino]-3-(2-butyn-1-yl)-5-(2-cyanophenylmethyl)-3,5-dihydro-imidazo[4,5-d]pyridazin-4-one). As a reaction SMILES: [CH3:1]C(C)([O-])C.[K+].[C:7]([O:11][C:12]([NH:14][C@@H:15]([CH3:41])[CH2:16][NH:17][C:18]1[N:19]([CH2:37][C:38]#[C:39][CH3:40])[C:20]2[C:25](=[O:26])[N:24]([CH2:27][C:28]3[CH:33]=[CH:32][CH:31]=[CH:30][C:29]=3[C:34]#[N:35])[N:23]=[CH:22][C:21]=2[N:36]=1)=[O:13])([CH3:10])([CH3:9])[CH3:8].CI.O>CS(C)=O>[C:7]([O:11][C:12]([NH:14][C@@H:15]([CH3:41])[CH2:16][N:17]([C:18]1[N:19]([CH2:37][C:38]#[C:39][CH3:40])[C:20]2[C:25](=[O:26])[N:24]([CH2:27][C:28]3[CH:33]=[CH:32][CH:31]=[CH:30][C:29]=3[C:34]#[N:35])[N:23]=[CH:22][C:21]=2[N:36]=1)[CH3:1])=[O:13])([CH3:10])([CH3:9])[CH3:8] |f:0.1|. Procedure: 0.96 g potassium-tert-butoxide are added to an ice-cooled solution of 0.39 g (S)-2-[(2-tert-butyloxycarbonylamino-propyl)amino]-3-(2-butyn-1-yl)-5-(2-cyanophenylmethyl)-3,5-dihydro-imidazo[4,5-d]pyridazin-4-one in 5 ml dimethylsulphoxide. The mixture is stirred at ambient temperature, until the solution is clear. Then 53 μl methyl iodide are added, and the solution is stirred for a further 3.5 h at ambient temperature. Then water is added to the reaction solution, the precipitate formed is separ... Reactants: BrB(Br)Br, COc1ccccc1C1CNC(=O)N1c1ccc2[nH]cnc2c1. Yields the product O=C1NCC(c2ccccc2O)N1c1ccc2[nH]cnc2c1. Reaction SMILES: [B:24]([Br:25])([Br:26])[Br:27].[nH:1]1[cH:2][n:3][c:4]2[c:5]1[cH:6][cH:7][c:8]([N:10]1[C:11](=[O:23])[NH:12][CH2:13][CH:14]1[c:15]1[c:16]([O:21][CH3:22])[cH:17][cH:18][cH:19][cH:20]1)[cH:9]2>>[nH:1]1[cH:2][n:3][c:4]2[c:5]1[cH:6][cH:7][c:8]([N:10]1[C:11](=[O:23])[NH:12][CH2:13][CH:14]1[c:15]1[c:16]([OH:21])[cH:17][cH:18][cH:19][cH:20]1)[cH:9]2. Starting materials: ClC=1C=C2CCC(CC2=CC1)=O (6-chloro-2-tetralone), N1CCNCC1 (piperazine), 4A. Solvent: C1(=CC=CC=C1)C (toluene). Product: Cl.Cl.N1(CCNCC1)C1CC2=CC=C(C=C2CC1)Cl (2-Piperazinyl-6-chloro-1,2,3,4-tetrahydronaphthalene dihydrochloride). The yield is 81.7%. As a reaction SMILES: [Cl:1][C:2]1[CH:3]=[C:4]2[C:9](=[CH:10][CH:11]=1)[CH2:8][C:7](=O)[CH2:6][CH2:5]2.[NH:13]1[CH2:18][CH2:17][NH:16][CH2:15][CH2:14]1>C1(C)C=CC=CC=1>[ClH:1].[ClH:1].[N:13]1([CH:7]2[CH2:6][CH2:5][C:4]3[C:9](=[CH:10][CH:11]=[C:2]([Cl:1])[CH:3]=3)[CH2:8]2)[CH2:18][CH2:17][NH:16][CH2:15][CH2:14]1 |f:3.4.5|. Procedure: A mixture consisting of 6-chloro-2-tetralone (5.41 g), piperazine (5.16 g), and 4A molecular sieves (8 g) in 100 ml of dry toluene was heated at reflux with stirring for a short period of time under nitrogen. The toluene was evaporated, and 100 ml of THF and 10 ml of methanol were added to the residue. Sodium cyanoborohydride (1.86 g) was added, the solution was stirred in the cold under nitrogen, and gaseous HCl was added portionwise periodically above the surface until the reaction solution re... Reactants: COC=1C=C(C=CC1)CC(C(=O)OC(C)(C)C)NC(CC(C1=CC=CC=C1)C1=CC=CC=C1)=O (3-Methoxy-α-[(1-oxo-3,3-diphenylpropyl)amino]benzenepropionic acid, 1,1-dimethylethyl ester), [H-].[Al+3].[Li+].[H-].[H-].[H-] (lithium aluminum hydride), [H][H] (hydrogen). The solvent is O1CCCC1 (tetrahydrofuran). Yields the product COC=1C=C(C=CC1)CC(CO)NCCC(C1=CC=CC=C1)C1=CC=CC=C1 (3-Methoxy-β-[(3,3-diphenylpropyl)amino]benzenepropanol). The yield is 79.9%. As a reaction SMILES: [CH3:1][O:2][C:3]1[CH:4]=[C:5]([CH2:9][CH:10]([NH:18][C:19](=O)[CH2:20][CH:21]([C:28]2[CH:33]=[CH:32][CH:31]=[CH:30][CH:29]=2)[C:22]2[CH:27]=[CH:26][CH:25]=[CH:24][CH:23]=2)[C:11](OC(C)(C)C)=[O:12])[CH:6]=[CH:7][CH:8]=1.[H-].[Al+3].[Li+].[H-].[H-].[H-].[H][H]>O1CCCC1>[CH3:1][O:2][C:3]1[CH:4]=[C:5]([CH2:9][CH:10]([NH:18][CH2:19][CH2:20][CH:21]([C:22]2[CH:27]=[CH:26][CH:25]=[CH:24][CH:23]=2)[C:28]2[CH:29]=[CH:30][CH:31]=[CH:32][CH:33]=2)[CH2:11][OH:12])[CH:6]=[CH:7][CH:8]=1 |f:1.2.3.4.5.6|. Procedure details: 3-Methoxy-α-[(1-oxo-3,3-diphenylpropyl)amino]benzenepropionic acid, 1,1-dimethylethyl ester (1 eq, 1 mmole, 470 mg) was added portionwise to a mixture of lithium aluminum hydride (3 mmole, 3 ml of 1M in tetrahydrofuran) in tetrahydrofuran (5 ml) at 0° C. under argon. After the addition and the cessation of hydrogen evolution, the mixture was brought to reflux. The mixture was refluxed overnight, cooled to room temperature and quenched with solid sodium sulfate.10 water. The solids were removed b... Reactants: CC(C)(C)OC(=O)CON=C(C(=O)OC(c1ccccc1)c1ccccc1)c1csc(NC=O)n1, O=C([O-])O, CO, Cl, [Na+], O. Yields the product CC(C)(C)OC(=O)CON=C(C(=O)OC(c1ccccc1)c1ccccc1)c1csc(N)n1. As a reaction SMILES: [C:1]([CH3:2])([CH3:3])([CH3:4])[O:5][C:6](=[O:7])[CH2:8][O:9][N:10]=[C:11]([C:12](=[O:13])[O:14][CH:15]([c:16]1[cH:17][cH:18][cH:19][cH:20][cH:21]1)[c:22]1[cH:23][cH:24][cH:25][cH:26][cH:27]1)[c:28]1[n:29][c:30]([NH:33][CH:34]=[O:35])[s:31][cH:32]1.[C:37](=[O:38])([OH:39])[O-:40].[CH3:42][OH:43].[ClH:36].[Na+:41].[OH2:44]>>[C:1]([CH3:2])([CH3:3])([CH3:4])[O:5][C:6](=[O:7])[CH2:8][O:9][N:10]=[C:11]([C:12](=[O:13])[O:14][CH:15]([c:16]1[cH:17][cH:18][cH:19][cH:20][cH:21]1)[c:22]1[cH:23][cH:24][cH:25][cH:26][cH:27]1)[c:28]1[n:29][c:30]([NH2:33])[s:31][cH:32]1. Starting materials: C1(CCCCC1)CCC1=NN2C(=NC(=C(C2=O)[N+](=O)[O-])O)S1 (2-(2-cyclohexylethyl)-7-hydroxy-6-nitro-5H-[1,3,4]thiadiazolo[3,2-a]pyrimidin-5-one), P(=O)(Cl)(Cl)Cl (phosphorous oxychloride), C(CC)N(CCC)CCC (tripropylamine), ice water. Conditions: time 3 hour. Yields the product ClC=1N=C2N(C(C1[N+](=O)[O-])=O)N=C(S2)CCC2CCCCC2 (7-chloro-2-(2-cyclohexylethyl)-6-nitro-5H-[1,3,4]thiadiazolo[3,2-a]pyrimidin-5-one). Reaction SMILES: [CH:1]1([CH2:7][CH2:8][C:9]2[S:22][C:12]3=[N:13][C:14](O)=[C:15]([N+:18]([O-:20])=[O:19])[C:16](=[O:17])[N:11]3[N:10]=2)[CH2:6][CH2:5][CH2:4][CH2:3][CH2:2]1.C(N(CCC)CCC)CC.P(Cl)(Cl)([Cl:35])=O>>[Cl:35][C:14]1[N:13]=[C:12]2[S:22][C:9]([CH2:8][CH2:7][CH:1]3[CH2:6][CH2:5][CH2:4][CH2:3][CH2:2]3)=[N:10][N:11]2[C:16](=[O:17])[C:15]=1[N+:18]([O-:20])=[O:19]. Procedure: In 30 ml of phosphorous oxychloride was suspended 10.2 g of 2-(2-cyclohexylethyl)-7-hydroxy-6-nitro-5H-[1,3,4]thiadiazolo[3,2-a]pyrimidin-5-one, and 4 ml of tripropylamine was added dropwise to the suspension at room temperature while stirring. The stirring was continued at 80° to 85° C. for an additional 3 hours. After cooling, the reaction mixture was poured into ice-water, and the precipitate formed was collected by filtration and washed with water to obtain 10.4 g of 7-chloro-2-(2-cyclohexyl... Starting materials: C([O-])([O-])=O.[K+].[K+] (Potasium carbonate), BrC1=CC(=C(C=C1)O)F (4-bromo-2-fluorophenol), Cl.ClCCN1CCCCC1 (1-(2-chloroethyl)piperidine hydrochloride). The solvent is C(C)#N (acetonitrile). Yields the product BrC1=CC(=C(OCCN2CCCCC2)C=C1)F (1-(2-(4-Bromo-2-fluorophenoxy)ethyl)piperidine). As a reaction SMILES: C(=O)([O-])[O-].[K+].[K+].[Br:7][C:8]1[CH:13]=[CH:12][C:11]([OH:14])=[C:10]([F:15])[CH:9]=1.Cl.Cl[CH2:18][CH2:19][N:20]1[CH2:25][CH2:24][CH2:23][CH2:22][CH2:21]1>C(#N)C>[Br:7][C:8]1[CH:13]=[CH:12][C:11]([O:14][CH2:18][CH2:19][N:20]2[CH2:25][CH2:24][CH2:23][CH2:22][CH2:21]2)=[C:10]([F:15])[CH:9]=1 |f:0.1.2,4.5|. Procedure: Potasium carbonate (1.7 g, 12 mmol) was added to a solution of 4-bromo-2-fluorophenol (1.00 g, 5.24 mmol) and 1-(2-chloroethyl)piperidine hydrochloride (0.965 g, 5.24 mmol) in acetonitrile (25 mL). The reaction mixture was heated at reflux for 2 days and then cooled to room temperature. The mixture was partitioned between ethyl acetate and water. The aqueous phase was separated and extracted with ethyl acetate. The combined organic phases were dried over anhydrous sodium sulfate, filtered, and c... The reactants are CCOC(OCC)P(C)(=O)OCC, [Li]CCCC, COc1ccc(C=C[N+](=O)[O-])cc1, CCCCCC, CC(C)NC(C)C, [Cl-], [NH4+], C1CCOC1. The product is CCOC(OCC)P(=O)(CC(C[N+](=O)[O-])c1ccc(OC)cc1)OCC. As a reaction SMILES: [CH2:13]([CH3:14])[O:15][CH:16]([O:17][CH2:18][CH3:19])[P:20]([O:21][CH2:22][CH3:23])(=[O:24])[CH3:25].[CH2:8]([Li:9])[CH2:10][CH2:11][CH3:12].[CH3:26][O:27][c:28]1[cH:29][cH:30][c:31]([CH:32]=[CH:33][N+:34](=[O:35])[O-:36])[cH:37][cH:38]1.[CH3:46][CH2:47][CH2:48][CH2:49][CH2:50][CH3:51].[CH:1]([NH:2][CH:3]([CH3:4])[CH3:5])([CH3:6])[CH3:7].[Cl-:39].[NH4+:40].[O:41]1[CH2:42][CH2:43][CH2:44][CH2:45]1>>[CH2:13]([CH3:14])[O:15][CH:16]([O:17][CH2:18][CH3:19])[P:20]([O:21][CH2:22][CH3:23])(=[O:24])[CH2:25][CH:32]([c:31]1[cH:30][cH:29][c:28]([O:27][CH3:26])[cH:38][cH:37]1)[CH2:33][N+:34](=[O:35])[O-:36]. The reactants are C(C)(C)(C)OC(=O)NC1=NC(=NS1)/C(/C(=O)N[C@H]1[C@@H]2N(C(=C(CS2)COC(CC(C)=O)=O)C(=O)O)C1=O)=N/OCC(=O)OC(C)(C)C (7β-[2-(5-tert-butoxycarbonylamino-1,2,4-thiadiazol-3-yl)-2(Z)-(tert-butoxycarbonylmethoxyimino)acetamido]-3-(3-oxobutyryloxymethyl)-3-cephem-4-carboxylic acid). Solvent: FC(C(=O)O)(F)F (trifluoroacetic acid). Yields the product NC1=NC(=NS1)/C(/C(=O)N[C@H]1[C@@H]2N(C(=C(CS2)COC(CC(C)=O)=O)C(=O)O)C1=O)=N/OCC(=O)O (7β-[2-(5-Amino-1,2,4-thiadiazol-3-yl)-2(Z)-carboxymethoxyiminoacetamido]-3-(3-oxobutyryloxymethyl)-3-cephem-4-carboxylic acid). The yield is 95.2%. RXN SMILES: C(OC([NH:8][C:9]1[S:13][N:12]=[C:11](/[C:14](=[N:38]/[O:39][CH2:40][C:41]([O:43]C(C)(C)C)=[O:42])/[C:15]([NH:17][C@@H:18]2[C:36](=[O:37])[N:20]3[C:21]([C:33]([OH:35])=[O:34])=[C:22]([CH2:25][O:26][C:27](=[O:32])[CH2:28][C:29](=[O:31])[CH3:30])[CH2:23][S:24][C@H:19]23)=[O:16])[N:10]=1)=O)(C)(C)C>FC(F)(F)C(O)=O>[NH2:8][C:9]1[S:13][N:12]=[C:11](/[C:14](=[N:38]/[O:39][CH2:40][C:41]([OH:43])=[O:42])/[C:15]([NH:17][C@@H:18]2[C:36](=[O:37])[N:20]3[C:21]([C:33]([OH:35])=[O:34])=[C:22]([CH2:25][O:26][C:27](=[O:32])[CH2:28][C:29](=[O:31])[CH3:30])[CH2:23][S:24][C@H:19]23)=[O:16])[N:10]=1. Procedure: To 50 ml of trifluoroacetic acid is added 23 g of 7β-[2-(5-tert-butoxycarbonylamino-1,2,4-thiadiazol-3-yl)-2(Z)-(tert-butoxycarbonylmethoxyimino)acetamido]-3-(3-oxobutyryloxymethyl)-3-cephem-4-carboxylic acid with stirring under ice-cooling. After removing the cooling-bath, the mixture is stirred for 1.5 hours. To the residue is added 50 ml of ethyl acetate and the solvent is evaporated off under reduced pressure. Fifty milliliter of ethyl acetate is added to the residue. Trituration and filtrat... RXN SMILES: [C:1]([CH3:2])([CH3:3])([CH3:4])[O:5][C:6]([N:7]([CH3:8])[CH2:9][CH2:10][CH:11]1[CH2:12][CH2:13][CH:14]([CH2:17][OH:18])[CH2:15][CH2:16]1)=[O:19].[CH3:32][C:33]#[N:34].[Cl:26][C:27]([Cl:28])([Cl:29])[Cl:30].[I+3:20]([O-:21])([O-:22])([O-:23])[O-:24].[Na+:25].[OH2:31].[OH2:35].[Ru:36]([Cl:37])([Cl:38])[Cl:39]>>[C:1]([CH3:2])([CH3:3])([CH3:4])[O:5][C:6]([N:7]([CH3:8])[CH2:9][CH2:10][CH:11]1[CH2:12][CH2:13][CH:14]([C:17](=[O:18])[OH:21])[CH2:15][CH2:16]1)=[O:19]. Product: CN(CCC1CCC(C(=O)O)CC1)C(=O)OC(C)(C)C. The reactants are CN(CCC1CCC(CO)CC1)C(=O)OC(C)(C)C, CC#N, ClC(Cl)(Cl)Cl, [O-][I+3]([O-])([O-])[O-], [Na+], O, O, Cl[Ru](Cl)Cl.